This data is from the Open Reaction Database (ORD), a public repository of structured organic reaction records. The task is: describe an organic reaction: reactants, conditions, products, and yield The reactants are IC=1N=C(N(C1)C=1C=C2C=CC(NC2=C(C1)C)=O)C (6-(4-iodo-2-methylimidazol-1-yl)-8-methyl-2-(1H)-quinolone), [Cl-].FC1=C(C=CC(=C1)F)[Zn+] (2,4-difluorophenyl zinc chloride). The reagents and catalysts are C=1C=CC(=CC1)[P](C=2C=CC=CC2)(C=3C=CC=CC3)[Pd]([P](C=4C=CC=CC4)(C=5C=CC=CC5)C=6C=CC=CC6)([P](C=7C=CC=CC7)(C=8C=CC=CC8)C=9C=CC=CC9)[P](C=1C=CC=CC1)(C=1C=CC=CC1)C=1C=CC=CC1 (tetrakis(triphenylphosphine)palladium). The product is FC1=C(C=CC(=C1)F)C=1N=C(N(C1)C=1C=C2C=CC(NC2=C(C1)C)=O)C (6-(4-[2,4-difluorophenyl)-2-methyl-imidazol-1-yl)-8-methyl-2-(1H)-quinolone). RXN SMILES: I[C:2]1[N:3]=[C:4]([CH3:19])[N:5]([C:7]2[CH:8]=[C:9]3[C:14](=[C:15]([CH3:17])[CH:16]=2)[NH:13][C:12](=[O:18])[CH:11]=[CH:10]3)[CH:6]=1.[Cl-].[F:21][C:22]1[CH:27]=[C:26]([F:28])[CH:25]=[CH:24][C:23]=1[Zn+]>C1C=CC([P]([Pd]([P](C2C=CC=CC=2)(C2C=CC=CC=2)C2C=CC=CC=2)([P](C2C=CC=CC=2)(C2C=CC=CC=2)C2C=CC=CC=2)[P](C2C=CC=CC=2)(C2C=CC=CC=2)C2C=CC=CC=2)(C2C=CC=CC=2)C2C=CC=CC=2)=CC=1>[F:21][C:22]1[CH:27]=[C:26]([F:28])[CH:25]=[CH:24][C:23]=1[C:2]1[N:3]=[C:4]([CH3:19])[N:5]([C:7]2[CH:8]=[C:9]3[C:14](=[C:15]([CH3:17])[CH:16]=2)[NH:13][C:12](=[O:18])[CH:11]=[CH:10]3)[CH:6]=1 |f:1.2,^1:33,35,54,73|. Reported procedure: This compound, m.p. 262°-5°, was prepared similarly to Example 11 using 6-(4-iodo-2-methylimidazol-1-yl)-8-methyl-2-(1H)-quinolone, 2,4-difluorophenyl zinc chloride and tetrakis(triphenylphosphine)palladium (O) as the starting materials: Starting materials: COC(=O)CCN1CCN(c2ccc(-c3ccc(C#N)cc3)cc2[N+](=O)[O-])C1=O, CCOC(C)=O, [H][H]. Yields the product COC(=O)CCN1CCN(c2ccc(-c3ccc(C#N)cc3)cc2N)C1=O. As a reaction SMILES: [C:1](#[N:2])[c:3]1[cH:4][cH:5][c:6](-[c:9]2[cH:10][c:11]([N+:27]([O-:28])=[O:29])[c:12]([N:15]3[C:16](=[O:26])[N:17]([CH2:20][CH2:21][C:22](=[O:23])[O:24][CH3:25])[CH2:18][CH2:19]3)[cH:13][cH:14]2)[cH:7][cH:8]1.[CH3:32][CH2:33][O:34][C:35](=[O:36])[CH3:37].[H:30][H:31]>>[C:1](#[N:2])[c:3]1[cH:4][cH:5][c:6](-[c:9]2[cH:10][c:11]([NH2:27])[c:12]([N:15]3[C:16](=[O:26])[N:17]([CH2:20][CH2:21][C:22](=[O:23])[O:24][CH3:25])[CH2:18][CH2:19]3)[cH:13][cH:14]2)[cH:7][cH:8]1.